This data is from the Open Reaction Database (ORD), a public repository of structured organic reaction records. The task is: describe an organic reaction: reactants, conditions, products, and yield Starting materials: CC(C)(C)[O-], Cc1ccccc1, Clc1cccc(Cl)c1Cc1nc2c(Cl)ncnc2s1, Nc1cnc(C(F)(F)F)cn1, [Na+], O=C(C=Cc1ccccc1)C=Cc1ccccc1, O=C(C=Cc1ccccc1)C=Cc1ccccc1, O=C(C=Cc1ccccc1)C=Cc1ccccc1, [Pd], [Pd]. The product is FC(F)(F)c1cnc(Nc2ncnc3sc(Cc4c(Cl)cccc4Cl)nc23)cn1. As a reaction SMILES: [CH3:31][C:32]([CH3:33])([O-:34])[CH3:35].[CH3:37][c:38]1[cH:39][cH:40][cH:41][cH:42][cH:43]1.[Cl:1][c:2]1[c:3]2[c:4]([n:5][cH:6][n:7]1)[s:8][c:9]([CH2:11][c:12]1[c:13]([Cl:19])[cH:14][cH:15][cH:16][c:17]1[Cl:18])[n:10]2.[F:20][C:21]([c:22]1[n:23][cH:24][c:25]([NH2:28])[n:26][cH:27]1)([F:29])[F:30].[Na+:36].[O:46]=[C:47]([CH:48]=[CH:49][c:50]1[cH:51][cH:52][cH:53][cH:54][cH:55]1)[CH:56]=[CH:57][c:58]1[cH:59][cH:60][cH:61][cH:62][cH:63]1.[O:64]=[C:65]([CH:66]=[CH:67][c:68]1[cH:69][cH:70][cH:71][cH:72][cH:73]1)[CH:74]=[CH:75][c:76]1[cH:77][cH:78][cH:79][cH:80][cH:81]1.[O:82]=[C:83]([CH:84]=[CH:85][c:86]1[cH:87][cH:88][cH:89][cH:90][cH:91]1)[CH:92]=[CH:93][c:94]1[cH:95][cH:96][cH:97][cH:98][cH:99]1.[Pd:44].[Pd:45]>>[c:2]1([NH:28][c:25]2[cH:24][n:23][c:22]([C:21]([F:20])([F:29])[F:30])[cH:27][n:26]2)[c:3]2[c:4]([n:5][cH:6][n:7]1)[s:8][c:9]([CH2:11][c:12]1[c:13]([Cl:19])[cH:14][cH:15][cH:16][c:17]1[Cl:18])[n:10]2. Reaction conditions: temperature 35 celsius. Reactants: ice, ice water, NC1=C(C#N)C(=CC=C1)F (2-amino-6-fluorobenzonitrile), [H-].[Na+] (Sodium hydride), CC(CO)C (2-methylpropan-1-ol). The product is NC1=C(C#N)C(=CC=C1)OCC(C)C (2-amino-6-isobutoxybenzonitrile), oil. Procedure details: Sodium hydride (60% suspension in oil, 25.0 g, 0.625 mol) was suspended in anhydrous THF (1000 mL) under nitrogen and heated to an internal temperature of 40° C. to 45° C. 2-methylpropan-1-ol (61.2 mL, 0.661 mol) was then added slowly and portionwise. The mixture was heated at 40° C. to 45° C. for 1 hour, then cooled to 35° C. 2-amino-6-fluorobenzonitrile (50.0 g, 0.367 mol) was added and refluxed for 21 hours. The mixture was cooled to r.t., then ice (250 g), ice water (750 mL), and hexanes (10... Solvent: hexanes, C1CCOC1 (THF). Reaction SMILES: [H-].[Na+].[CH3:3][CH:4]([CH3:7])[CH2:5][OH:6].[NH2:8][C:9]1[CH:16]=[CH:15][CH:14]=[C:13](F)[C:10]=1[C:11]#[N:12]>C1COCC1>[NH2:8][C:9]1[CH:16]=[CH:15][CH:14]=[C:13]([O:6][CH2:5][CH:4]([CH3:7])[CH3:3])[C:10]=1[C:11]#[N:12] |f:0.1|. The yield is 66.0%. Reaction SMILES: [Br:34][c:35]1[c:36]([CH3:46])[n:37][c:38]([O:42][CH:43]([CH3:44])[CH3:45])[cH:39][c:40]1[CH3:41].[C:47](=[O:48])([O-:49])[O-:50].[CH2:53]1[O:54][CH2:55][CH2:56][O:57][CH2:58]1.[Cs+:51].[Cs+:52].[N+:1](=[O:2])([O-:3])[c:4]1[c:5](-[c:19]2[c:20]([C:29](=[O:30])[O:31][CH2:32][CH3:33])[cH:21][n:22][n:23]2[CH:24]2[CH2:25][O:26][CH2:27][CH2:28]2)[cH:6][cH:7][c:8]([B:10]2[O:11][C:12]([CH3:13])([CH3:14])[C:15]([CH3:16])([CH3:17])[O:18]2)[cH:9]1.[OH2:59].[cH:60]1[cH:61][cH:62][c:63]([P:64]([Pd:65]([P:66]([c:67]2[cH:68][cH:69][cH:70][cH:71][cH:72]2)([c:73]2[cH:74][cH:75][cH:76][cH:77][cH:78]2)[c:79]2[cH:80][cH:81][cH:82][cH:83][cH:84]2)([P:85]([c:86]2[cH:87][cH:88][cH:89][cH:90][cH:91]2)([c:92]2[cH:93][cH:94][cH:95][cH:96][cH:97]2)[c:98]2[cH:99][cH:100][cH:101][cH:102][cH:103]2)[P:104]([c:105]2[cH:106][cH:107][cH:108][cH:109][cH:110]2)([c:111]2[cH:112][cH:113][cH:114][cH:115][cH:116]2)[c:117]2[cH:118][cH:119][cH:120][cH:121][cH:122]2)([c:123]2[cH:124][cH:125][cH:126][cH:127][cH:128]2)[c:129]2[cH:130][cH:131][cH:132][cH:133][cH:134]2)[cH:135][cH:136]1>>[N+:1](=[O:2])([O-:3])[c:4]1[c:5](-[c:19]2[c:20]([C:29](=[O:30])[O:31][CH2:32][CH3:33])[cH:21][n:22][n:23]2[CH:24]2[CH2:25][O:26][CH2:27][CH2:28]2)[cH:6][cH:7][c:8](-[c:35]2[c:36]([CH3:46])[n:37][c:38]([O:42][CH:43]([CH3:44])[CH3:45])[cH:39][c:40]2[CH3:41])[cH:9]1. The reactants are Cc1cc(OC(C)C)nc(C)c1Br, O=C([O-])[O-], C1COCCO1, [Cs+], [Cs+], CCOC(=O)c1cnn(C2CCOC2)c1-c1ccc(B2OC(C)(C)C(C)(C)O2)cc1[N+](=O)[O-], O, c1ccc(P(c2ccccc2)(c2ccccc2)[Pd](P(c2ccccc2)(c2ccccc2)c2ccccc2)(P(c2ccccc2)(c2ccccc2)c2ccccc2)P(c2ccccc2)(c2ccccc2)c2ccccc2)cc1. Yields the product CCOC(=O)c1cnn(C2CCOC2)c1-c1ccc(-c2c(C)cc(OC(C)C)nc2C)cc1[N+](=O)[O-]. The reactants are [H][H] (hydrogen), Cl (HCl), [OH-].[Al+3].[OH-].[OH-] (aluminium hydroxide), CC(C=O)=CCC1C(C(CC1)C)(C)C (2-methyl-4-(2,2,3-trimethylcyclopent-1-yl)-but-2-enal), ice water, [H-].[Al+3].[Li+].[H-].[H-].[H-] (lithium aluminium hydride). Run in O (water), C(C)OCC (diethyl ether). Yields the product CC(CO)=CCC1C(C(CC1)C)(C)C (2-methyl-4-(2,2,3-trimethyl-cyclopent-1-yl)-but-2-en-1-ol). Yield: 52.8%. Reaction SMILES: [H-].[Al+3].[Li+].[H-].[H-].[H-].[CH3:7][C:8](=[CH:11][CH2:12][CH:13]1[CH2:17][CH2:16][CH:15]([CH3:18])[C:14]1([CH3:20])[CH3:19])[CH:9]=[O:10].[H][H].Cl.[OH-].[Al+3].[OH-].[OH-]>O.C(OCC)C>[CH3:7][C:8](=[CH:11][CH2:12][CH:13]1[CH2:17][CH2:16][CH:15]([CH3:18])[C:14]1([CH3:19])[CH3:20])[CH2:9][OH:10] |f:0.1.2.3.4.5,9.10.11.12|. Procedure details: To a stirred suspension of 1.5 g (0.04 mole) of lithium aluminium hydride and 75 ml of dried diethyl ether are added over 1/2 hour 15 g (0.08 moles) of 2-methyl-4-(2,2,3-trimethylcyclopent-1-yl)-but-2-enal. The mixture is heated under argon to reflux for 2 hours. It is cooled with ice water and, with caution, treated first with water until hydrogen no longer evolves and then with HCl 5%, whereupon the aluminium hydroxide precipitate dissolves. The material is extracted with ether and the combine... Starting materials: NC=1NC(C(=C(N1)C1=CC=CC=C1)C#N)=S (2-amino-4-phenyl-6-thioxo-1,6-dihydro-pyrimidine-5-carbonitrile), C(C)(C)Br (isopropyl bromide), CC[O-].[Na+] (sodium ethylate). Run in C(C)O (ethanol). Yields the product NC1=NC(=C(C(=N1)SC(C)C)C#N)C1=CC=CC=C1 (2-Amino-4-isopropylsulfanyl-6-phenyl-pyrimidine-5-carbonitrile). Reaction SMILES: [NH2:1][C:2]1[NH:3][C:4](=[S:16])[C:5]([C:14]#[N:15])=[C:6]([C:8]2[CH:13]=[CH:12][CH:11]=[CH:10][CH:9]=2)[N:7]=1.[CH:17](Br)([CH3:19])[CH3:18].CC[O-].[Na+]>C(O)C>[NH2:1][C:2]1[N:3]=[C:4]([S:16][CH:17]([CH3:19])[CH3:18])[C:5]([C:14]#[N:15])=[C:6]([C:8]2[CH:13]=[CH:12][CH:11]=[CH:10][CH:9]=2)[N:7]=1 |f:2.3|. Procedure details: From 2-amino-4-phenyl-6-thioxo-1,6-dihydro-pyrimidine-5-carbonitrile, isopropyl bromide and sodium ethylate in ethanol. EI-MS m/e (%): 270 (M+, 30), 269 ([M—H]+, 100).